Dataset: the Open Reaction Database (ORD), a public repository of structured organic reaction records. Task: describe an organic reaction: reactants, conditions, products, and yield Starting materials: O=Cc1cn(C(c2ccccc2)(c2ccccc2)c2ccccc2)cn1, CC(C)[Mg+], [Cl-], N#Cc1ccc(I)cc1, C1CCOC1. Product: N#Cc1ccc(C(O)c2cn(C(c3ccccc3)(c3ccccc3)c3ccccc3)cn2)cc1. As a reaction SMILES: [C:15]([c:16]1[cH:17][cH:18][cH:19][cH:20][cH:21]1)([c:22]1[cH:23][cH:24][cH:25][cH:26][cH:27]1)([c:28]1[cH:29][cH:30][cH:31][cH:32][cH:33]1)[n:34]1[cH:35][n:36][c:37]([CH:39]=[O:40])[cH:38]1.[CH:11]([Mg+:12])([CH3:13])[CH3:14].[Cl-:10].[I:1][c:2]1[cH:3][cH:4][c:5]([C:6]#[N:7])[cH:8][cH:9]1.[O:41]1[CH2:42][CH2:43][CH2:44][CH2:45]1>>[c:2]1([CH:39]([c:37]2[n:36][cH:35][n:34]([C:15]([c:16]3[cH:17][cH:18][cH:19][cH:20][cH:21]3)([c:22]3[cH:23][cH:24][cH:25][cH:26][cH:27]3)[c:28]3[cH:29][cH:30][cH:31][cH:32][cH:33]3)[cH:38]2)[OH:40])[cH:3][cH:4][c:5]([C:6]#[N:7])[cH:8][cH:9]1. Reactants: O=C1N2CCC3=C(C2=C(C=C1)C(=O)N1CCC(CC1)O)SC(=C3)C3=CC=CC=C3 (1-[(4,5-dihydro-7-oxo-phenyl-7H-thieno[2,3-a]quinolizin-10-yl)carbonyl]-4-piperidinol), [Cr](=O)(=O)([O-])Cl.[NH+]1=CC=CC=C1 (pyridinium chlorochromate), C(Cl)Cl (methylene chloride). The product is O=C1N2CCC3=C(C2=C(C=C1C1=CC=CC=C1)C(=O)N1CCC(CC1)=O)SC=C3 (1-[(4,5-dihydro-7-oxo-8-phenyl-7H-thieno[2,3-a]-quinolizin-10-yl)carbonyl]-4-piperidinone). As a reaction SMILES: [O:1]=[C:2]1[CH:11]=[CH:10][C:9]([C:12]([N:14]2[CH2:19][CH2:18][CH:17]([OH:20])[CH2:16][CH2:15]2)=[O:13])=[C:8]2[N:3]1[CH2:4][CH2:5][C:6]1[CH:23]=[C:22](C3C=CC=CC=3)[S:21][C:7]=12.[Cr](Cl)([O-])(=O)=O.[NH+]1[CH:40]=[CH:39][CH:38]=[CH:37][CH:36]=1.[CH2:41](Cl)Cl>>[O:1]=[C:2]1[C:11]([C:36]2[CH:41]=[CH:40][CH:39]=[CH:38][CH:37]=2)=[CH:10][C:9]([C:12]([N:14]2[CH2:15][CH2:16][C:17](=[O:20])[CH2:18][CH2:19]2)=[O:13])=[C:8]2[N:3]1[CH2:4][CH2:5][C:6]1[CH:23]=[CH:22][S:21][C:7]=12 |f:1.2|. Procedure: A solution of 100 mg of 1-[(4,5-dihydro-7-oxo-phenyl-7H-thieno[2,3-a]quinolizin-10-yl)carbonyl]-4-piperidinol in 5 ml of methylene chloride was treated with 51 mg of pyridinium chlorochromate. After the reaction was completed, the solvent was evaporated in vacuo and the residue was chromatographed over silica gel. The product was recrystallized from diethyl ether and there was obtained 1-[(4,5-dihydro-7-oxo-8-phenyl-7H-thieno[2,3-a]-quinolizin-10-yl)carbonyl]-4-piperidinone of m.p. 218°-220°. Starting materials: COC1=C(C=C(C=C1)OC)C=CC#N (β-(2,5-Dimethoxyphenyl)acrylonitrile), N (ammonia). Reagents/catalysts: [Ni] (Raney nickel). Run in C(C)O (ethanol). Reaction conditions: time 3 hour. Product: NCCCC1=C(C=CC(=C1)OC)OC (γ-Aminopropyl-2,5-dimethoxybenzene). The yield is 88.3%. RXN SMILES: [CH3:1][O:2][C:3]1[CH:8]=[CH:7][C:6]([O:9][CH3:10])=[CH:5][C:4]=1[CH:11]=[CH:12][C:13]#[N:14].N>[Ni].C(O)C>[NH2:14][CH2:13][CH2:12][CH2:11][C:4]1[CH:5]=[C:6]([O:9][CH3:10])[CH:7]=[CH:8][C:3]=1[O:2][CH3:1]. Procedure: 90 g of β-(2,5-Dimethoxyphenyl)acrylonitrile and 500 ml of ethanol containing about 100 g of ammonia were subjected to catalytic reduction inthe presence of Raney nickel under a hydrogen pressure of 80 atm. and at 130° C for 3 hours. After the reaction, distillation under reduced pressure gave 82 g of the end product having a boiling point of 105° ~ 107° C/l mmHg (yield 88.2%). Reactants: C(C)OC1=C2C=C(C=NC2=CC=C1)C=O (5-ethoxyquinoline-3-carbaldehyde), 29158B, [BH4-].[Na+] (NaBH4). The solvent is C1CCOC1 (THF). Reaction conditions: time 8 hour. The product is C(C)OC1=C2C=C(C=NC2=CC=C1)CO ((5-Ethoxyquinolin-3-yl)methanol). Yield: 41.0%. RXN SMILES: [CH2:1]([O:3][C:4]1[CH:13]=[CH:12][CH:11]=[C:10]2[C:5]=1[CH:6]=[C:7]([CH:14]=[O:15])[CH:8]=[N:9]2)[CH3:2].[BH4-].[Na+]>C1COCC1>[CH2:1]([O:3][C:4]1[CH:13]=[CH:12][CH:11]=[C:10]2[C:5]=1[CH:6]=[C:7]([CH2:14][OH:15])[CH:8]=[N:9]2)[CH3:2] |f:1.2|. Procedure: To a stirred solution of 5-ethoxyquinoline-3-carbaldehyde CCH 29158B (98 mg, 487 μmol) in THF (10 mL) at 0° C. in a 50 mL round-bottomed flask equipped with a magnetic stirrer was added NaBH4 (18 mg, 476 μmol) and the mixture was stirred overnight at RT then cooled in an ice bath before quenching by addition of a 6 N aq. HCl solution (0.33 mL). After stirring for 15 min at that temperature, the mixture was basified by a 2 N aq. NaOH solution (1.0 mL). THF was then removed at 40° C. under vacuum ... Reactants: OCC1=CC=C(C=C1)C1=NC=2C=CNC(C2C=C1C1=CC=CC=C1)=O (2-[4-(hydroxymethyl)phenyl]-3-phenyl-1,6-naphthyridin-5(6H)-one). The reagents and catalysts are [O-2].[O-2].[Mn+4] (manganese dioxide). Solvent: C(Cl)(Cl)Cl (chloroform), C(C)#N (acetonitrile). Reaction conditions: temperature 60 celsius. The product is O=C1C=2C=C(C(=NC2C=CN1)C1=CC=C(C=O)C=C1)C1=CC=CC=C1 (4-(5-Oxo-3-phenyl-5,6-dihydro-1,6-naphthyridin-2-yl)benzaldehyde). RXN SMILES: [OH:1][CH2:2][C:3]1[CH:8]=[CH:7][C:6]([C:9]2[C:18]([C:19]3[CH:24]=[CH:23][CH:22]=[CH:21][CH:20]=3)=[CH:17][C:16]3[C:15](=[O:25])[NH:14][CH:13]=[CH:12][C:11]=3[N:10]=2)=[CH:5][CH:4]=1>C(Cl)(Cl)Cl.C(#N)C.[O-2].[O-2].[Mn+4]>[O:25]=[C:15]1[NH:14][CH:13]=[CH:12][C:11]2[N:10]=[C:9]([C:6]3[CH:7]=[CH:8][C:3]([CH:2]=[O:1])=[CH:4][CH:5]=3)[C:18]([C:19]3[CH:24]=[CH:23][CH:22]=[CH:21][CH:20]=3)=[CH:17][C:16]1=2 |f:3.4.5|. Procedure details: To a solution of 2-[4-(hydroxymethyl)phenyl]-3-phenyl-1,6-naphthyridin-5(6H)-one (316 mg, 0.96 mmol) in chloroform (15 mL) and acetonitrile (15 mL) was added activated manganese dioxide (903 mg, 10 mmol) which was warmed at 60° C. for three hours. The warm suspension was filtered, rinsed with chloroform and the solvents removed in vacuo. The residue was triturated with diethyl ether and the suspension filtered to give the title compound as a pinkish solid. 1H-NMR (500 MHz, CDCl3): δ 10.20 (1H, s... Starting materials: O=C([O-])[O-], CCCCOc1ccc(OC)cc1-c1cc(CCl)ccc1C(C)(C)C, CCOC(C)=O, [Cs+], [Cs+], CN(C)C=O, CC=CC(CC(=O)OCC)c1ccc(O)cc1. The product is CC=CC(CC(=O)OCC)c1ccc(OCc2ccc(C(C)(C)C)c(-c3cc(OC)ccc3OCCCC)c2)cc1. Reaction SMILES: [C:43](=[O:44])([O-:45])[O-:46].[CH2:18]([CH2:19][CH2:20][CH3:21])[O:22][c:23]1[c:24](-[c:31]2[c:32]([C:39]([CH3:40])([CH3:41])[CH3:42])[cH:33][cH:34][c:35]([CH2:37][Cl:38])[cH:36]2)[cH:25][c:26]([O:29][CH3:30])[cH:27][cH:28]1.[CH3:54][CH2:55][O:56][C:57]([CH3:58])=[O:59].[Cs+:47].[Cs+:48].[O:49]=[CH:50][N:51]([CH3:52])[CH3:53].[OH:1][c:2]1[cH:3][cH:4][c:5]([CH:8]([CH2:9][C:10](=[O:11])[O:12][CH2:13][CH3:14])[CH:15]=[CH:16][CH3:17])[cH:6][cH:7]1>>[O:1]([c:2]1[cH:3][cH:4][c:5]([CH:8]([CH2:9][C:10](=[O:11])[O:12][CH2:13][CH3:14])[CH:15]=[CH:16][CH3:17])[cH:6][cH:7]1)[CH2:37][c:35]1[cH:34][cH:33][c:32]([C:39]([CH3:40])([CH3:41])[CH3:42])[c:31](-[c:24]2[c:23]([O:22][CH2:18][CH2:19][CH2:20][CH3:21])[cH:28][cH:27][c:26]([O:29][CH3:30])[cH:25]2)[cH:36]1.